This data is from the Open Reaction Database (ORD), a public repository of structured organic reaction records. The task is: describe an organic reaction: reactants, conditions, products, and yield The reactants are CC(C)(C)OC(=O)NN, CC(C)O, C1OCC2OC12. The product is CC(C)(C)OC(=O)NNC1COCC1O. RXN SMILES: [C:7]([NH:8][NH2:9])(=[O:10])[O:11][C:12]([CH3:13])([CH3:14])[CH3:15].[CH3:16][CH:17]([OH:18])[CH3:19].[O:1]1[CH:2]2[CH2:3][O:4][CH2:5][CH:6]12>>[OH:1][CH:6]1[CH:2]([NH:9][NH:8][C:7](=[O:10])[O:11][C:12]([CH3:13])([CH3:14])[CH3:15])[CH2:3][O:4][CH2:5]1.